This data is from the Open Reaction Database (ORD), a public repository of structured organic reaction records. The task is: describe an organic reaction: reactants, conditions, products, and yield The reactants are FC1=CC2=C(C=3C(C(=CN(C3C=N2)C)C(=O)OCC)=O)C=C1F (ethyl 8,9-difluoro-4-methyl-1-oxo-1,4-dihydrobenzo[f][1,7]naphthyridine-2-carboxylate), CC1(CNCCC1)C (3,3-dimethylpiperidine), O (water). Solvent: CS(=O)C (dimethyl sulphoxide). Conditions: temperature 80 celsius. The product is CC1(CN(CCC1)C1=CC2=C(C=3C(C(=CN(C3C=N2)C)C(=O)OCC)=O)C=C1F)C (ethyl 8-(3,3-dimethylpiperidin-1-yl)-9-fluoro-4-methyl-1-oxo-1,4-dihydrobenzo[f][1,7]naphthyridine-2-carboxylate). As a reaction SMILES: F[C:2]1[C:22]([F:23])=[CH:21][C:5]2[C:6]3[C:7](=[O:20])[C:8]([C:15]([O:17][CH2:18][CH3:19])=[O:16])=[CH:9][N:10]([CH3:14])[C:11]=3[CH:12]=[N:13][C:4]=2[CH:3]=1.[CH3:24][C:25]1([CH3:31])[CH2:30][CH2:29][CH2:28][NH:27][CH2:26]1.O>CS(C)=O>[CH3:24][C:25]1([CH3:31])[CH2:30][CH2:29][CH2:28][N:27]([C:2]2[C:22]([F:23])=[CH:21][C:5]3[C:6]4[C:7](=[O:20])[C:8]([C:15]([O:17][CH2:18][CH3:19])=[O:16])=[CH:9][N:10]([CH3:14])[C:11]=4[CH:12]=[N:13][C:4]=3[CH:3]=2)[CH2:26]1. Reported procedure: A suspension of 2 g of ethyl 8,9-difluoro-4-methyl-1-oxo-1,4-dihydrobenzo[f][1,7]naphthyridine-2-carboxylate and 3.23 cm3 of 3,3-dimethylpiperidine in 40 cm3 of dimethyl sulphoxide was heated at a temperature in the region of 80° C. for 72 hours. After cooling to about 200° C., 200 cm3 of water was added to the reaction mixture. The precipitate obtained was dewatered and washed with 25 cm3 of water. The solid was taken up in 100 cm3 of dichloromethane, the residual water was decanted off; the or... Product: NC1=CC2=C(CCCCC2=O)C=C1 (3-amino-6,7,8,9-tetrahydro-5H-benzo[7]annulene-5-one). Reaction SMILES: [N+:1]([C:4]1[CH:15]=[CH:14][C:7]2[CH2:8][CH2:9][CH2:10][CH2:11][C:12](=[O:13])[C:6]=2[CH:5]=1)([O-])=O.[H][H]>CO.[Pd]>[NH2:1][C:4]1[CH:15]=[CH:14][C:7]2[CH2:8][CH2:9][CH2:10][CH2:11][C:12](=[O:13])[C:6]=2[CH:5]=1. The solvent is CO (methanol). Procedure details: A solution of 3-nitro-6,7,8,9-tetrahydro-5H-benzo[7]annulene-5-one (CAS #7507-93-9, 2 g, 9.75 mmol), palladium (413 mg, 10% on carbon, 0.4 mmol) in methanol (25 ml) under the hydrogen atmosphere (60 PSI) was stirred at room temperature for 16 hrs. The mixture was filtered through a layer of diatomaceous earth, washed with methanol and concentrated under reduced pressure to provide the title compound. 1H NMR (CDCl3) δ 1.77-1.84 (m, 4H), 2.67-2.73 (m, 2H), 2.82 (t, J=6.10 Hz, 2H), 6.75 (dd, J=8.14... Reactants: [N+](=O)([O-])C1=CC2=C(CCCCC2=O)C=C1 (3-nitro-6,7,8,9-tetrahydro-5H-benzo[7]annulene-5-one), [H][H] (hydrogen). The reagents and catalysts are [Pd] (palladium). The reactants are N#CC1(NC(=O)C2CC(S(=O)(=O)c3ccc(F)cc3Cl)CC2CO)CC1, Oc1ccc(Cl)nc1, ClCCl, C1CCOC1, c1ccc(P(c2ccccc2)c2ccccc2)cc1. Product: N#CC1(NC(=O)C2CC(S(=O)(=O)c3ccc(F)cc3Cl)CC2COc2ccc(Cl)nc2)CC1. RXN SMILES: [C:1](#[N:2])[C:3]1([NH:6][C:7](=[O:8])[CH:9]2[CH:10]([CH2:25][OH:26])[CH2:11][CH:12]([S:14](=[O:15])(=[O:16])[c:17]3[c:18]([Cl:24])[cH:19][c:20]([F:23])[cH:21][cH:22]3)[CH2:13]2)[CH2:4][CH2:5]1.[Cl:27][c:28]1[n:29][cH:30][c:31]([OH:34])[cH:32][cH:33]1.[Cl:54][CH2:55][Cl:56].[O:57]1[CH2:58][CH2:59][CH2:60][CH2:61]1.[c:35]1([P:36]([c:37]2[cH:38][cH:39][cH:40][cH:41][cH:42]2)[c:43]2[cH:44][cH:45][cH:46][cH:47][cH:48]2)[cH:49][cH:50][cH:51][cH:52][cH:53]1>>[C:1](#[N:2])[C:3]1([NH:6][C:7](=[O:8])[CH:9]2[CH:10]([CH2:25][O:26][c:31]3[cH:30][n:29][c:28]([Cl:27])[cH:33][cH:32]3)[CH2:11][CH:12]([S:14](=[O:15])(=[O:16])[c:17]3[c:18]([Cl:24])[cH:19][c:20]([F:23])[cH:21][cH:22]3)[CH2:13]2)[CH2:4][CH2:5]1. Starting materials: FC(C(=O)O)(F)F.FC(C(=O)O)(F)F.ClC=1C=NC=2NC=3C=CC=C(CCC4=C(C=CC(NC1N2)=C4)NC(=O)C4CCNCC4)C3 (N-[6-chloro-2,4,8,22-tetraazatetracyclo[14.3.1.1(3,7).1(9,13)]docosa-1(20), 3(22),4,6,9(21),10,12,16,18-nonaen-12-yl]piperidine-4-carboxamide bis(trifluoroacetate)), C1(=CC=CC=C1)CC(=O)Cl (benzeneacetyl chloride). The product is FC(C(=O)O)(F)F.ClC=1C=NC=2NC=3C=CC=C(CCC4=C(C=CC(NC1N2)=C4)NC(=O)C4CCN(CC4)C(CC4=CC=CC=C4)=O)C3 (N-[6-Chloro-2,4,8,22-tetraazatetracyclo[14.3.1.1(3,7).1(9,13)]docosa-1(20),3(22),4,6,9(21),10,12,16,18-nonaen-12-yl]-1-(phenylacetyl)piperidine-4-carboxamide trifluoroacetate). Yield: 70.0%. As a reaction SMILES: [F:1][C:2]([F:7])([F:6])[C:3]([OH:5])=[O:4].FC(F)(F)C(O)=O.[Cl:15][C:16]1[CH:17]=[N:18][C:19]2[NH:20][C:21]3[CH:22]=[CH:23][CH:24]=[C:25]([CH:46]=3)[CH2:26][CH2:27][C:28]3[CH:36]=[C:32]([NH:33][C:34]=1[N:35]=2)[CH:31]=[CH:30][C:29]=3[NH:37][C:38]([CH:40]1[CH2:45][CH2:44][NH:43][CH2:42][CH2:41]1)=[O:39].[C:47]1([CH2:53][C:54](Cl)=[O:55])[CH:52]=[CH:51][CH:50]=[CH:49][CH:48]=1>>[F:1][C:2]([F:7])([F:6])[C:3]([OH:5])=[O:4].[Cl:15][C:16]1[CH:17]=[N:18][C:19]2[NH:20][C:21]3[CH:22]=[CH:23][CH:24]=[C:25]([CH:46]=3)[CH2:26][CH2:27][C:28]3[CH:36]=[C:32]([NH:33][C:34]=1[N:35]=2)[CH:31]=[CH:30][C:29]=3[NH:37][C:38]([CH:40]1[CH2:45][CH2:44][N:43]([C:54](=[O:55])[CH2:53][C:47]2[CH:52]=[CH:51][CH:50]=[CH:49][CH:48]=2)[CH2:42][CH2:41]1)=[O:39] |f:0.1.2,4.5|. Procedure: The desired compound was prepared according to the procedure of Example A20, using N-[6-chloro-2,4,8,22-tetraazatetracyclo[14.3.1.1(3,7).1(9,13)]docosa-1(20), 3(22),4,6,9(21),10,12,16,18-nonaen-12-yl]piperidine-4-carboxamide bis(trifluoroacetate) and benzeneacetyl chloride as starting materials in 70% yield. 1H NMR (300 MHz, DMSO-d6): δ 9.61 (s, 1H), 9.44 (s, 1H), 9.32 (s, 1H), 8.18 (s, 1H), 7.97 (s, 1H), 7.72 (s, 1H), 7.20 (m, 7H), 7.03 (m, 2H), 6.89 (d, 1H), 6.79 (d, 1H), 4.42 (d, 1H), 4.01 (d... Starting materials: C(C)(=O)NC1=C2CCC(CC2=CC=C1)N (5-acetylamino-2-amino-tetraline), Cl.C(C)(=O)NC1=C2CCC(CC2=CC=C1)NCC1=CC=CC=C1 (5-Acetylamino-2-benzylamino-tetraline-hydrochloride). Product: C(C)(=O)NC1=C2CCC(CC2=CC=C1)NC(CC)=O (5-Acetylamino-2-propionylamino-tetraline). As a reaction SMILES: C(NC1C=CC=C2C=1CCC(N)C2)(=[O:3])C.Cl.[C:17]([NH:20][C:21]1[CH:30]=[CH:29][CH:28]=[C:27]2[C:22]=1[CH2:23][CH2:24][CH:25]([NH:31][CH2:32][C:33]1[CH:38]=CC=CC=1)[CH2:26]2)(=[O:19])[CH3:18]>>[C:17]([NH:20][C:21]1[CH:30]=[CH:29][CH:28]=[C:27]2[C:22]=1[CH2:23][CH2:24][CH:25]([NH:31][C:32](=[O:3])[CH2:33][CH3:38])[CH2:26]2)(=[O:19])[CH3:18] |f:1.2|. Procedure details: Starting from 12.3 g (0.06 mol) of 5-acetylamino-2-amino-tetraline (known substance prepared by debenzylation of 5-acetylamino-2-benzylamino-tetraline (Example 4.1.16) analogously to Example 4.4.1) the title compound is obtained by propionylation analogously to Example 4.5.1 a) in a yield of 13.5 g (86.3% of theory). The reactants are [N+](=O)([O-])C=1C=C2CCC(NC2=CC1)=O (6-nitro-3,4-dihydroquinolin-2(1H)-one), C(=O)([O-])[O-].[Cs+].[Cs+] (Cs2CO3), BrCC(=O)OCC (ethyl 2-bromoacetate). The solvent is O (H2O), CCOC(=O)C (EtOAc), CN(C)C=O (DMF). Conditions: temperature 65 celsius, time 3 hour. Yields the product [N+](=O)([O-])C=1C=C2CCC(N(C2=CC1)CC(=O)OCC)=O (ethyl 2-(6-nitro-2-oxo-3,4-dihydroquinolin-1(2H)-yl)acetate). Reaction SMILES: [N+:1]([C:4]1[CH:5]=[C:6]2[C:11](=[CH:12][CH:13]=1)[NH:10][C:9](=[O:14])[CH2:8][CH2:7]2)([O-:3])=[O:2].C([O-])([O-])=O.[Cs+].[Cs+].Br[CH2:22][C:23]([O:25][CH2:26][CH3:27])=[O:24]>CN(C=O)C.O.CCOC(C)=O>[N+:1]([C:4]1[CH:5]=[C:6]2[C:11](=[CH:12][CH:13]=1)[N:10]([CH2:22][C:23]([O:25][CH2:26][CH3:27])=[O:24])[C:9](=[O:14])[CH2:8][CH2:7]2)([O-:3])=[O:2] |f:1.2.3|. Procedure: To a mixture of 6-nitro-3,4-dihydroquinolin-2(1H)-one (0.5 g, 2.6 mmol) and Cs2CO3 (1.70 g, 5.2 mmol) in DMF (5 mL) was added ethyl 2-bromoacetate (0.317 mL, 2.86 mmol). After stirring at 65° C. for 3 h, the mixture was diluted with H2O and EtOAc, organic layer was separated, and the aqueous layer was further extracted with EtOAc, organic layers were combined, dried over Na2SO4, and was concentrated in vacuo to provide ethyl 2-(6-nitro-2-oxo-3,4-dihydroquinolin-1(2H)-yl)acetate, which was used d... Starting materials: CO, NN, O=C1c2ccccc2C(=O)N1CCc1cccc(N2C(=O)N(c3cc(Cl)ccc3Cl)Cc3cnc(Nc4ccccc4)nc32)c1, O. Yields the product NCCc1cccc(N2C(=O)N(c3cc(Cl)ccc3Cl)Cc3cnc(Nc4ccccc4)nc32)c1. Reaction SMILES: [CH3:49][OH:50].[NH2:47][NH2:48].[NH:1]([c:2]1[cH:3][cH:4][cH:5][cH:6][cH:7]1)[c:8]1[n:9][cH:10][c:11]2[c:12]([n:13]1)[N:14]([c:27]1[cH:28][c:29]([CH2:33][CH2:34][N:35]3[C:36](=[O:37])[c:38]4[cH:39][cH:40][cH:41][cH:42][c:43]4[C:44]3=[O:45])[cH:30][cH:31][cH:32]1)[C:15](=[O:26])[N:16]([c:18]1[c:19]([Cl:25])[cH:20][cH:21][c:22]([Cl:24])[cH:23]1)[CH2:17]2.[OH2:46]>>[NH:1]([c:2]1[cH:3][cH:4][cH:5][cH:6][cH:7]1)[c:8]1[n:9][cH:10][c:11]2[c:12]([n:13]1)[N:14]([c:27]1[cH:28][c:29]([CH2:33][CH2:34][NH2:35])[cH:30][cH:31][cH:32]1)[C:15](=[O:26])[N:16]([c:18]1[c:19]([Cl:25])[cH:20][cH:21][c:22]([Cl:24])[cH:23]1)[CH2:17]2. Reactants: CCC(C)Oc1ccc(OCC(C)OS(C)(=O)=O)cc1, CC=NO. The product is CC=NOC(C)COc1ccc(OC(C)CC)cc1. As a reaction SMILES: [CH3:5][S:6]([O:7][CH:10]([CH2:11][O:12][c:13]1[cH:14][cH:15][c:16]([O:19][CH:20]([CH2:21][CH3:22])[CH3:23])[cH:17][cH:18]1)[CH3:24])(=[O:8])=[O:9].[CH:1]([CH3:2])=[N:3][OH:4]>>[CH:1]([CH3:2])=[N:3][O:4][CH:10]([CH2:11][O:12][c:13]1[cH:14][cH:15][c:16]([O:19][CH:20]([CH2:21][CH3:22])[CH3:23])[cH:17][cH:18]1)[CH3:24].